From a dataset of the Open Reaction Database (ORD), a public repository of structured organic reaction records. describe an organic reaction: reactants, conditions, products, and yield Starting materials: CC(=O)O, CCc1ccc(S(=O)(=O)Nc2ccc(Cl)cc2)cc1, O, O=[N+]([O-])O. Product: CCc1ccc(S(=O)(=O)Nc2ccc(Cl)cc2[N+](=O)[O-])cc1. As a reaction SMILES: [CH3:25][C:26](=[O:27])[OH:28].[Cl:1][c:2]1[cH:3][cH:4][c:5]([NH:6][S:7](=[O:8])(=[O:9])[c:10]2[cH:11][cH:12][c:13]([CH2:16][CH3:17])[cH:14][cH:15]2)[cH:18][cH:19]1.[OH2:24].[OH:20][N+:21]([O-:22])=[O:23]>>[Cl:1][c:2]1[cH:3][c:4]([N+:21](=[O:20])[O-:22])[c:5]([NH:6][S:7](=[O:8])(=[O:9])[c:10]2[cH:11][cH:12][c:13]([CH2:16][CH3:17])[cH:14][cH:15]2)[cH:18][cH:19]1. The reactants are C(C)(C)(C)OC(=O)N1CCC(CC1)NC(=O)OCC1=CC=CC=C1 (4-benzyloxycarbonylamino-piperidine-1-carboxylic acid tert-butyl ester), FC(C(=O)O)(F)F (trifluoroacetic acid). Reaction conditions: time 45 minute. Procedure: To a solution of 4-benzyloxycarbonylamino-piperidine-1-carboxylic acid tert-butyl ester (20.4 g, crude from previous step) in dichloromethane (100 mL) at 23° C. was added trifluoroacetic acid (40 mL). After stirring for 45 min the reaction mixture was concentrated. The residue was dissolved in water (100 mL) then basified to pH 11 via addition of solid potassium carbonate. The resulting solution was extracted with dichloromethane (2×150 mL). The organic extracts were extremely cloudy; they were ... Isolated yield 104.9%. RXN SMILES: C(OC([N:8]1[CH2:13][CH2:12][CH:11]([NH:14][C:15]([O:17][CH2:18][C:19]2[CH:24]=[CH:23][CH:22]=[CH:21][CH:20]=2)=[O:16])[CH2:10][CH2:9]1)=O)(C)(C)C.FC(F)(F)C(O)=O>ClCCl>[CH2:18]([O:17][C:15](=[O:16])[NH:14][CH:11]1[CH2:12][CH2:13][NH:8][CH2:9][CH2:10]1)[C:19]1[CH:24]=[CH:23][CH:22]=[CH:21][CH:20]=1. Yields the product C(C1=CC=CC=C1)OC(NC1CCNCC1)=O (Piperidin-4-yl-carbamic acid benzyl ester). Run in ClCCl (dichloromethane). Starting materials: COC(=O)C(O)CNC(=O)c1ccc(CN(C(=O)Nc2cccc(C(C)(C)C)c2)c2ccc(C3CCCCC3)cc2)cc1, CCO, [Na+], [OH-]. Product: CC(C)(C)c1cccc(NC(=O)N(Cc2ccc(C(=O)NCC(O)C(=O)O)cc2)c2ccc(C3CCCCC3)cc2)c1. Reaction SMILES: [CH3:1][O:2][C:3]([CH:4]([CH2:5][NH:6][C:7]([c:8]1[cH:9][cH:10][c:11]([CH2:14][N:15]([C:16](=[O:17])[NH:18][c:19]2[cH:20][c:21]([C:25]([CH3:26])([CH3:27])[CH3:28])[cH:22][cH:23][cH:24]2)[c:29]2[cH:30][cH:31][c:32]([CH:35]3[CH2:36][CH2:37][CH2:38][CH2:39][CH2:40]3)[cH:33][cH:34]2)[cH:12][cH:13]1)=[O:41])[OH:42])=[O:43].[CH3:46][CH2:47][OH:48].[Na+:45].[OH-:44]>>[O:2]=[C:3]([CH:4]([CH2:5][NH:6][C:7]([c:8]1[cH:9][cH:10][c:11]([CH2:14][N:15]([C:16](=[O:17])[NH:18][c:19]2[cH:20][c:21]([C:25]([CH3:26])([CH3:27])[CH3:28])[cH:22][cH:23][cH:24]2)[c:29]2[cH:30][cH:31][c:32]([CH:35]3[CH2:36][CH2:37][CH2:38][CH2:39][CH2:40]3)[cH:33][cH:34]2)[cH:12][cH:13]1)=[O:41])[OH:42])[OH:43]. Starting materials: ClC=1C=CC(=C(C1)NS(=O)(=O)CCN1C(C2=CC=CC=C2C1=O)=O)OCC(=O)N1C(CN(CC1)CC1=CC=C(C=C1)F)C (2-(1,3-dioxo-1,3-dihydro-isoindol-2-yl)-ethanesulfonic acid (5-chloro-2-{2-[4-(4-fluoro-benzyl)-2-methyl-piperazin-1-yl]-2-oxo-ethoxy}-phenyl)-amide), O.NN (hydrazine hydrate). Solvent: O (water), CCO (EtOH). Reaction conditions: time 8 hour. Yields the product ClC=1C=CC(=C(C1)NS(=O)(=O)CCN)OCC(=O)N1[C@@H](CN(CC1)CC1=CC=C(C=C1)F)C ((2R)-2-Amino-ethanesulfonic acid (5-chloro-2-{2-[4-(4-fluoro-benzyl)-2-methyl-piperazin-1-yl]-2-oxo-ethoxy}-phenyl)-amide). Isolated yield 58.5%. Reaction SMILES: [Cl:1][C:2]1[CH:3]=[CH:4][C:5]([O:25][CH2:26][C:27]([N:29]2[CH2:34][CH2:33][N:32]([CH2:35][C:36]3[CH:41]=[CH:40][C:39]([F:42])=[CH:38][CH:37]=3)[CH2:31][CH:30]2[CH3:43])=[O:28])=[C:6]([NH:8][S:9]([CH2:12][CH2:13][N:14]2C(=O)C3C(=CC=CC=3)C2=O)(=[O:11])=[O:10])[CH:7]=1.O.NN>CCO.O>[Cl:1][C:2]1[CH:3]=[CH:4][C:5]([O:25][CH2:26][C:27]([N:29]2[CH2:34][CH2:33][N:32]([CH2:35][C:36]3[CH:37]=[CH:38][C:39]([F:42])=[CH:40][CH:41]=3)[CH2:31][C@H:30]2[CH3:43])=[O:28])=[C:6]([NH:8][S:9]([CH2:12][CH2:13][NH2:14])(=[O:11])=[O:10])[CH:7]=1 |f:1.2|. Reported procedure: To a solution of 2-(1,3-dioxo-1,3-dihydro-isoindol-2-yl)-ethanesulfonic acid (5-chloro-2-{2-[4-(4-fluoro-benzyl)-2-methyl-piperazin-1-yl]-2-oxo-ethoxy}-phenyl)-amide (0.030 g, 0.048 mmol) in EtOH (1 mL) at ambient temperature was added hydrazine hydrate (0.025 mL). The reaction was stirred overnight at ambient temperature then diluted with water and extracted with methylene chloride (2×). The combined organics were washed with saturated aqueous brine and dried over sodium sulfate, filtered and c... Starting materials: FC1=CC=C(C(=O)C2=C(N(C3=CC=CC=C23)CCN2CCOCC2)C)C=C1 (3-(4-fluorobenzoyl)-2-methyl-1-[2-(4-morpholinyl)ethyl]-1H-indole), ice water, COCCN (2-methoxyethylamine), C([O-])([O-])=O.[K+].[K+] (potassium carbonate). Solvent: CS(=O)C (DMSO). Product: CC=1N(C2=CC=CC=C2C1C(C1=CC=C(C=C1)NCCOC)=O)CCN1CCOCC1 (2-methyl-3-[4-(2-methoxyethylamino)benzoyl]-1-[2-(4-morpholinyl)ethyl]-1H-indole). Isolated yield 36.9%. Reaction SMILES: F[C:2]1[CH:27]=[CH:26][C:5]([C:6]([C:8]2[C:16]3[C:11](=[CH:12][CH:13]=[CH:14][CH:15]=3)[N:10]([CH2:17][CH2:18][N:19]3[CH2:24][CH2:23][O:22][CH2:21][CH2:20]3)[C:9]=2[CH3:25])=[O:7])=[CH:4][CH:3]=1.[CH3:28][O:29][CH2:30][CH2:31][NH2:32].C(=O)([O-])[O-].[K+].[K+]>CS(C)=O>[CH3:25][C:9]1[N:10]([CH2:17][CH2:18][N:19]2[CH2:24][CH2:23][O:22][CH2:21][CH2:20]2)[C:11]2[C:16]([C:8]=1[C:6](=[O:7])[C:5]1[CH:26]=[CH:27][C:2]([NH:32][CH2:31][CH2:30][O:29][CH3:28])=[CH:3][CH:4]=1)=[CH:15][CH:14]=[CH:13][CH:12]=2 |f:2.3.4|. Reported procedure: A mixture of 10 g. (0.027 mole) of 3-(4-fluorobenzoyl)-2-methyl-1-[2-(4-morpholinyl)ethyl]-1H-indole, (Example 1Q) 2.5 g. (0.033 mole) of 2-methoxyethylamine and 7.6 g. (0.054 mole) of potassium carbonate in 15 ml of DMSO was heated at 95° C. under nitrogen and the mixture then poured into ice water. The solid which separated was collected, dissolved in methylene dichloride and the solution washed with brine, dried over magnesium sulfate, filtered and taken to dryness in vacuo. Recrystallization... The reactants are C(=O)(OCC1=CC=CC=C1)N1[C@H](C(=O)O)CCC1 (N-carbobenzoxy-L-proline), ClC(=O)OCC(C)C (isobutyl chloroformate), CN1CCOCC1 (N-methylmorpholine), CC[C@@H](CO)N (d-(+)2-amino-1-butanol), anhydride. Yields the product C(=O)(OCC1=CC=CC=C1)N1[C@H](C(=O)N[C@@H](CC)CO)CCC1 (N-carbobenzoxy-L-prolyl-L-homoalaninol). As a reaction SMILES: [C:1]([N:11]1[CH2:18][CH2:17][CH2:16][C@H:12]1[C:13]([OH:15])=O)([O:3][CH2:4][C:5]1[CH:10]=[CH:9][CH:8]=[CH:7][CH:6]=1)=[O:2].ClC(OCC(C)C)=O.CN1CCOCC1.[CH3:34][CH2:35][C@H:36]([NH2:39])[CH2:37][OH:38]>>[C:1]([N:11]1[CH2:18][CH2:17][CH2:16][C@H:12]1[C:13]([NH:39][C@H:36]([CH2:37][OH:38])[CH2:35][CH3:34])=[O:15])([O:3][CH2:4][C:5]1[CH:6]=[CH:7][CH:8]=[CH:9][CH:10]=1)=[O:2]. Reported procedure: This compound was prepared from 4.99 g (20 mmol) N-carbobenzoxy-L-proline, 2.73 g (20 mmol) isobutyl chloroformate, 2.02 g (20 mmol) N-methylmorpholine, and 1.78 g (20 mmol) d-(+)2-amino-1-butanol, substantially according to the mixed anhydride procedure described in Example 1. Crude product (5.16 g) was recrystallized from a mixture of 60 mL ethyl acetate and 15 mL n-hexane to give 4.18 g (13 mmol, 65%) of colorless, crystalline N-carbobenzoxy-L-prolyl-L-homoalaninol; m.p. 105.4°-106.3°, α25D-6... The reactants are Cl.COC(CC(C1=CC=CC=C1)N)=O (3-Amino-3-phenyl-propionic acid methyl ester hydrochloride), C=1(C(=CC=CC1)C=O)C=O (benzene-1,2-dicarbaldehyde), acid. The solvent is ClCCl (dichloromethane). Product: COC(CC(C1=CC=CC=C1)N1C(C2=CC=CC=C2C1)=O)=O (3-(1-Oxo-1,3-dihydro-isoindole-2-yl)-3-phenyl-propionic acid methyl ester), solid. Yield: 83.0%. As a reaction SMILES: Cl.[CH3:2][O:3][C:4](=[O:14])[CH2:5][CH:6]([NH2:13])[C:7]1[CH:12]=[CH:11][CH:10]=[CH:9][CH:8]=1.[C:15]1([CH:23]=O)[C:16]([CH:21]=[O:22])=[CH:17][CH:18]=[CH:19][CH:20]=1>ClCCl>[CH3:2][O:3][C:4](=[O:14])[CH2:5][CH:6]([N:13]1[CH2:23][C:15]2[C:16](=[CH:17][CH:18]=[CH:19][CH:20]=2)[C:21]1=[O:22])[C:7]1[CH:12]=[CH:11][CH:10]=[CH:9][CH:8]=1 |f:0.1|. Procedure: 3-Amino-3-phenyl-propionic acid methyl ester hydrochloride (1.3 mmol, 1 eq), benzene-1,2-dicarbaldehyde (0.8 eq) and glacial acid (15 eq) are dissolved in dichloromethane and refluxed for 2 h (J. Chem. Soc., Chem Commun 1985, 1183). The mixture is concentrated in vacuo and partitioned between dichloromethane and water. The organic phase is dried over Na2SO4, filtered and concentrated in vacuo. 3-(1-Oxo-1,3-dihydro-isoindole-2-yl)-3-phenyl-propionic acid methyl ester is obtained as a brown solid ... Starting materials: C(C)(C)O (isopropyl alcohol), CC(=O)C1=CC(OC)=C(O)C=C1 (acetovanillone), C(C)N1CC2C(C1)O2 (1-ethyl-3,4-epoxypyrrolidine), C(C(=O)O)(=O)O (oxalic acid), C(C)(C)O (isopropyl alcohol). The reagents and catalysts are O (water). The product is C(C(=O)O)(=O)O.C(C)N1CC(C(C1)O)OC1=C(C=C(C=C1)C(C)=O)OC.C(C(=O)O)(=O)O.C(C(=O)O)(=O)O.C(C)N1CC(C(C1)O)OC1=C(C=C(C=C1)C(C)=O)OC ((4-[(1 ethyl-4-hydroxy-3-pyrrolidinyl)oxy}-3-methoxyphenyl]ethanone Sesquioxalate). As a reaction SMILES: [CH3:1][C:2]([C:4]1[CH:12]=[CH:11][C:9]([OH:10])=[C:6]([O:7][CH3:8])[CH:5]=1)=[O:3].[CH2:13]([N:15]1[CH2:19][CH:18]2[O:20][CH:17]2[CH2:16]1)[CH3:14].[C:21]([OH:26])(=[O:25])[C:22]([OH:24])=[O:23].C(O)(C)C>O>[C:21]([OH:26])(=[O:25])[C:22]([OH:24])=[O:23].[CH2:13]([N:15]1[CH2:16][CH:17]([OH:20])[CH:18]([O:10][C:9]2[CH:11]=[CH:12][C:4]([C:2](=[O:3])[CH3:1])=[CH:5][C:6]=2[O:7][CH3:8])[CH2:19]1)[CH3:14].[C:21]([OH:26])(=[O:25])[C:22]([OH:24])=[O:23].[C:21]([OH:26])(=[O:25])[C:22]([OH:24])=[O:23].[CH2:13]([N:15]1[CH2:16][CH:17]([OH:20])[CH:18]([O:10][C:9]2[CH:11]=[CH:12][C:4]([C:2](=[O:3])[CH3:1])=[CH:5][C:6]=2[O:7][CH3:8])[CH2:19]1)[CH3:14] |f:5.6.7.8.9|. Procedure details: A mixture of 17.0 g. (0.15 mole) of acetovanillone and 1-ethyl-3,4-epoxypyrrolidine and 3 drops of water was heated on a steam bath overnight. The mixture was dissolved in 250 ml. of methylene chloride and extracted with three 150-ml. portions of 5% sodium hydroxide and one 100-ml. portion of water. The methylene chloride layer wad dried over anhydrous sodium sulfate and concentrated to give 19.0 g. crude oil. This oil was chromatographed on 400 g. of silica gel. The desired product was eluted w... The reactants are COC(C1=C(C=CC=C1)Br)C1=CC=CC=C1 (2-bromobenzhydryl methyl ether), Ice water, C(CCC)[Li] (butyllithium), O=C1CCOCC1 (4-oxo-tetrahydropyran). The solvent is O1CCCC1 (tetrahydrofuran), O1CCCC1 (tetrahydrofuran), CCCCCC (hexane). Conditions: time 2 hour. The product is C1(=CC=CC=C1)C1OC2(CCOCC2)C2=CC=CC=C12 (1,2',3,3',5',6'-hexahydro-3-phenylspiro[isobenzofuran-1,4'-pyran]). As a reaction SMILES: [CH3:1][O:2][CH:3]([C:11]1[CH:16]=[CH:15][CH:14]=[CH:13][CH:12]=1)[C:4]1[CH:9]=[CH:8][CH:7]=[CH:6][C:5]=1Br.C([Li])CCC.O=C1[CH2:28][CH2:27][O:26][CH2:25][CH2:24]1>O1CCCC1.CCCCCC>[C:4]1([CH:3]2[C:11]3[C:16](=[CH:15][CH:14]=[CH:13][CH:12]=3)[C:1]3([CH2:28][CH2:27][O:26][CH2:25][CH2:24]3)[O:2]2)[CH:9]=[CH:8][CH:7]=[CH:6][CH:5]=1. Reported procedure: A solution of 11.1 g. of 2-bromobenzhydryl methyl ether in 23 ml. of tetrahydrofuran and 7 ml. of hexane is cooled to -50°C. and 22 ml. of butyllithium is introduced while maintaining the temperature below -50°C. The solution is stirred for 2 hours at -60° to -70°C. To the suspension is then added a solution of 5 g. of 4-oxo-tetrahydropyran in 5 ml. of tetrahydrofuran over a span of a few minutes. The mixture is stirred at -60°C. for 3 hours and at ambient temperature overnight. Ice-water is add... Starting materials: Cl (Hydrochloric acid), Cl.NC(CO)(CO)CCCCCCCCCCCC(=O)OC (2-amino-2-(11-methoxycarbonylundecyl)-1,3-propanediol hydrochloride). Run at temperature 90 celsius. The product is Cl.NC(CO)(CO)CCCCCCCCCCCC(=O)O (2-Amino-2-(11-carboxyundecyl)-1,3-propanediol hydrochloride). Reaction SMILES: [ClH:1].Cl.[NH2:3][C:4]([CH2:9][CH2:10][CH2:11][CH2:12][CH2:13][CH2:14][CH2:15][CH2:16][CH2:17][CH2:18][CH2:19][C:20]([O:22]C)=[O:21])([CH2:7][OH:8])[CH2:5][OH:6]>>[ClH:1].[NH2:3][C:4]([CH2:9][CH2:10][CH2:11][CH2:12][CH2:13][CH2:14][CH2:15][CH2:16][CH2:17][CH2:18][CH2:19][C:20]([OH:22])=[O:21])([CH2:7][OH:8])[CH2:5][OH:6] |f:1.2,3.4|. Procedure details: 2N Hydrochloric acid (0.5 ml) was added to 10 mg of 2-amino-2-(11-methoxycarbonylundecyl)-1,3-propanediol hydrochloride and the mixture was heated at 90° C. for 1 hour. The solvent was distilled away under reduced pressure to give 10 mg of the subject compound.